Task: describe an organic reaction: reactants, conditions, products, and yield. Dataset: the Open Reaction Database (ORD), a public repository of structured organic reaction records Starting materials: Cl (HCl), C(C)(C)(C)N1C=CC2=C(C=CC=C12)N(C(C)(C)C)C(C)(C)C (1-(tert-butyl)-4-(di-tert-butyl)aminoindole), B(OC(C)C)(OC(C)C)OC(C)C (triisopropyl borate), C(C)(C)[N-]C(C)C.[Li+] (lithium diisopropylamide). Solvent: C1CCOC1 (THF), C1CCOC1 (THF). Reaction conditions: time 1 hour. Yields the product crude product 53, C(C)(C)(C)N1C(=CC2=C(C=CC=C12)N(C(C)(C)C)C(C)(C)C)B(O)O (1-(tert-butyl)-4-(ditert-butyl)amino-2-indoleboronic acid). RXN SMILES: C([N-]C(C)C)(C)C.[Li+].[C:9]([N:13]1[C:21]2[C:16](=[C:17]([N:22]([C:27]([CH3:30])([CH3:29])[CH3:28])[C:23]([CH3:26])([CH3:25])[CH3:24])[CH:18]=[CH:19][CH:20]=2)[CH:15]=[CH:14]1)([CH3:12])([CH3:11])[CH3:10].[B:31](OC(C)C)([O:36]C(C)C)[O:32]C(C)C.Cl>C1COCC1>[C:9]([N:13]1[C:21]2[C:16](=[C:17]([N:22]([C:27]([CH3:30])([CH3:29])[CH3:28])[C:23]([CH3:26])([CH3:25])[CH3:24])[CH:18]=[CH:19][CH:20]=2)[CH:15]=[C:14]1[B:31]([OH:36])[OH:32])([CH3:12])([CH3:11])[CH3:10] |f:0.1|. Procedure: A THF solution of lithium diisopropylamide prepared above was added in an ice bath dropwise to a THF (5 mL) solution of 1-(tert-butyl)-4-(di-tert-butyl)aminoindole (300 mg, 0.694 mmol) and triisopropyl borate (157 mg, 0.832 mmol) which was separately prepared. After the reaction solution was stirred in an ice bath for 1 hour, the solution was adjusted to pH3 with adding a 1M HCl solution. The resulting solution was extracted with ethyl acetate (15 mL×2), and the combined solution was dried over ...